Dataset: the Open Reaction Database (ORD), a public repository of structured organic reaction records. Task: describe an organic reaction: reactants, conditions, products, and yield Starting materials: FC=1C(=C(C(=C(C1C#N)C#N)F)F)F (tetrafluorophthalonitrile), FC1=C(C(=C(C(=C1O)F)F)O)F.[Na].[Na] (disodium tetrafluorohydroquinone). Run in CN(C)C=O (DMF). Conditions: time 20 minute. Yields the product C(#N)C=1C(=C(OC2=C(C(=C(C(=C2F)F)OC2=C(C(=C(C(=C2F)F)C#N)C#N)F)F)F)C(=C(C1C#N)F)F)F (1,4-bis(3,4-dicyanotrifluorophenoxy)tetrafluorobenzene). Isolated yield 53.9%. Reaction SMILES: [F:1][C:2]1[C:3](F)=[C:4]([F:13])[C:5]([F:12])=[C:6]([C:10]#[N:11])[C:7]=1[C:8]#[N:9].[F:15][C:16]1[C:21]([OH:22])=[C:20]([F:23])[C:19]([F:24])=[C:18]([OH:25])[C:17]=1[F:26].[Na].[Na]>CN(C=O)C>[C:8]([C:7]1[C:2]([F:1])=[C:3]([C:4]([F:13])=[C:5]([F:12])[C:6]=1[C:10]#[N:11])[O:22][C:21]1[C:16]([F:15])=[C:17]([F:26])[C:18]([O:25][C:3]2[C:4]([F:13])=[C:5]([F:12])[C:6]([C:10]#[N:11])=[C:7]([C:8]#[N:9])[C:2]=2[F:1])=[C:19]([F:24])[C:20]=1[F:23])#[N:9] |f:1.2.3,^1:26,27|. Reported procedure: In an Erlenmeyer flask were charged 40.0 g (0.2 mol) of tetrafluorophthalonitrile and 0.1 liter of DMF. The flask containing the mixture was immersed in an ice-water bath to keep the mixture at 0 to 5° C. To the mixture was added portionwise in 10 minutes 11.3 g (0.05 mol) of disodium tetrafluorohydroquinone. The resulting mixture was stirred at that temperature for 20 minutes and then at room temperature for 30 minutes. Thereafter, the reaction mixture was treated in the same manner as in Examp... Reactants: C(C)(C)C=1C(NC(NC1SC1=CC(=CC(=C1)C)C)=O)=O (5-isopropyl-6-(3,5-dimethylphenylthio)-2,4-pyrimidinedione), C=1(C(=CC=CC1)S(=O)(=O)OC1CCCC1)C (cyclopentyl toluenesulfonate), C([O-])(O)=O.[Na+] (sodium bicarbonate). The solvent is CN(C=O)C (dimethylformamide), CN(C=O)C (dimethylformamide). Product: C1(CCCC1)CN1C(NC(C(=C1SC1=CC(=CC(=C1)C)C)C(C)C)=O)=O (1-[(Cyclopentyl)methyl]-5-isopropyl-6-(3,5-dimethyphenylthio)-2,4-pyrimidinedione). Isolated yield 50.3%. Reaction SMILES: [CH:1]([C:4]1[C:5](=[O:20])[NH:6][C:7](=[O:19])[NH:8][C:9]=1[S:10][C:11]1[CH:16]=[C:15]([CH3:17])[CH:14]=[C:13]([CH3:18])[CH:12]=1)([CH3:3])[CH3:2].C1(C)C(S(O[CH:31]2[CH2:35][CH2:34][CH2:33][CH2:32]2)(=O)=O)=CC=CC=1.[C:37](=O)(O)[O-].[Na+]>CN(C)C=O>[CH:31]1([CH2:37][N:8]2[C:9]([S:10][C:11]3[CH:12]=[C:13]([CH3:18])[CH:14]=[C:15]([CH3:17])[CH:16]=3)=[C:4]([CH:1]([CH3:3])[CH3:2])[C:5](=[O:20])[NH:6][C:7]2=[O:19])[CH2:32][CH2:33][CH2:34][CH2:35]1 |f:2.3|. Reported procedure: A mixture of 5-isopropyl-6-(3,5-dimethylphenylthio)-2,4-pyrimidinedione (0.10 g, 0.40 mmol) and cyclopentyl toluenesulfonate (0.1 g, 0.4 mmol) in dimethylformamide (10 ml) were heated at 100° C. for overnight in the presence of sodium bicarbonate (41 mg, 0.48 mmol). After the concentration of dimethylformamide, the desirable product was obtained by the separation of the column chromatography to give a desirable product as a white solid (75 mg).